From a dataset of the Open Reaction Database (ORD), a public repository of structured organic reaction records. describe an organic reaction: reactants, conditions, products, and yield Reactants: FC1=C(C=C2C=NC(NC2=C1)=O)[N+](=O)[O-] (7-fluoro-6-nitroquinazolone). Reagents/catalysts: CN(C)C=O (DMF). Run in O=S(Cl)Cl (SOCl2). Run at temperature 20 celsius, time 30 minute. The product is FC1=C(C=C2C(=NC=NC2=C1)NC1=CC(=CC=C1)C)[N+](=O)[O-] (7-fluoro-4-[(3-methylphenyl)-amino]-6-nitroquinazoline). The yield is 175.8%. As a reaction SMILES: [F:1][C:2]1[CH:11]=[C:10]2[C:5]([CH:6]=[N:7][C:8](=O)[NH:9]2)=[CH:4][C:3]=1[N+:13]([O-:15])=[O:14]>O=S(Cl)Cl.CN(C=O)C>[F:1][C:2]1[CH:11]=[C:10]2[C:5]([C:6]([NH:13][C:3]3[CH:2]=[CH:11][CH:10]=[C:5]([CH3:6])[CH:4]=3)=[N:7][CH:8]=[N:9]2)=[CH:4][C:3]=1[N+:13]([O-:15])=[O:14]. Procedure details: A suspension of 7-fluoro-6-nitroquinazolone (2.40 g, 11.48 mmol) in neat SOCl2 (25 mL) containing 2 drops of DMF was refluxed for 3 hours until it became clear. The excess SOCl2 was then removed in vacuo and dry benzene was added to the residue and then distilled under reduced pressure to remove all traces of SOCl2 giving crude 4-chloro-7-fluoro-6-nitroquinazoline, which was dissolved in dry CH2Cl2 (50 mL) and added to a stirred solution of m-toluidine in isopropanol (i-PrOH) (30 mL). The reacti... The reactants are [BH4-], N#Cc1ccc2c(c1)CCC2=O, ClCCl, CO, [Na+]. Yields the product N#Cc1ccc2c(c1)CCC2O. Reaction SMILES: [BH4-:13].[C:1](#[N:2])[c:3]1[cH:4][c:5]2[c:9]([cH:10][cH:11]1)[C:8](=[O:12])[CH2:7][CH2:6]2.[CH2:17]([Cl:18])[Cl:19].[CH3:15][OH:16].[Na+:14]>>[C:1](#[N:2])[c:3]1[cH:4][c:5]2[c:9]([cH:10][cH:11]1)[CH:8]([OH:12])[CH2:7][CH2:6]2. Starting materials: CCNc1nc(Cl)ccc1C(=O)O, ClCCl, FC1=CC(F)=NN(F)N1, c1ccncc1. The product is CCNc1nc(Cl)ccc1C(=O)O, [F-]. As a reaction SMILES: [CH2:16]([CH3:17])[NH:18][c:19]1[c:20]([C:21](=[O:22])[OH:23])[cH:24][cH:25][c:26]([Cl:28])[n:27]1.[Cl:29][CH2:30][Cl:31].[F:7][N:8]1[N:9]=[C:10]([F:11])[CH:12]=[C:13]([F:14])[NH:15]1.[cH:1]1[cH:2][cH:3][n:4][cH:5][cH:6]1>>[CH2:16]([CH3:17])[NH:18][c:19]1[c:20]([C:21](=[O:22])[OH:23])[cH:24][cH:25][c:26]([Cl:28])[n:27]1.[F-:7]. Reactants: F[B-](F)(F)F.N#[O+] (nitrosonium tetrafluoroborate), C(C1=CC=CC=C1)N(C1=C(C(=O)N)C=CC=C1C(F)(F)F)S(=O)(=O)C1=CC=C(C=C1)OC (2-[Benzyl-(4-methoxy-benzenesulfonyl)-amino]-3-trifluoromethyl-benzamide), same reagent. Solvent: CC#N (CH3CN). Conditions: time 1 hour. The product is C(C1=CC=CC=C1)N(C1=C(C(=O)O)C=CC=C1C(F)(F)F)S(=O)(=O)C1=CC=C(C=C1)OC (2-[Benzyl-(4-methoxy-benzenesulfonyl)-amino]-3-trifluoromethyl-benzoic acid). Yield: 73.9%. RXN SMILES: [CH2:1]([N:8]([S:22]([C:25]1[CH:30]=[CH:29][C:28]([O:31][CH3:32])=[CH:27][CH:26]=1)(=[O:24])=[O:23])[C:9]1[C:17]([C:18]([F:21])([F:20])[F:19])=[CH:16][CH:15]=[CH:14][C:10]=1[C:11](N)=[O:12])[C:2]1[CH:7]=[CH:6][CH:5]=[CH:4][CH:3]=1.F[B-](F)(F)F.N#[O+:39]>CC#N>[CH2:1]([N:8]([S:22]([C:25]1[CH:30]=[CH:29][C:28]([O:31][CH3:32])=[CH:27][CH:26]=1)(=[O:24])=[O:23])[C:9]1[C:17]([C:18]([F:21])([F:20])[F:19])=[CH:16][CH:15]=[CH:14][C:10]=1[C:11]([OH:39])=[O:12])[C:2]1[CH:7]=[CH:6][CH:5]=[CH:4][CH:3]=1 |f:1.2|. Reported procedure: To a suspension of 0.192 g (0.41 mmol) of the product of Example 123 in 2.5 mL of dry CH3CN was added 0.068 g(0.58 mmol) of nitrosonium tetrafluoroborate. The resulting mixture was stirred for 1 h and then added 0.040 g(0.34 mmol) of the same reagent and stirred for additional 1 h. The reaction was quenched with water and filtered to provide 0.141 g (74%) of the desired carboxylic acid as a white solid. Electrospray Mass Spec 466.2(M+H). The reactants are ClC1=C(C=CC(=C1)N1N=CC(NC1=O)=O)C(C(=O)Cl)(C)C1=CC=C(C=C1)Cl ((±)-2-chloro-α-(4-chlorophenyl)-4-(4,5-dihydro-3,5-dioxo-1,2,4-triazin-2(3H)-yl)-α-methylbenzeneacetyl chloride), CN (methanamine), O (water), O (water), Cl (HCl). The product is ClC1=C(C=CC(=C1)N1N=CC(NC1=O)=O)C(C(=O)NC)(C)C1=CC=C(C=C1)Cl ((±)-2-chloro-α-(4-chlorophenyl)-4-(4,5-dihydro-3,5-dioxo-1,2,4-triazin-2(3H)-yl)-α,N-dimethylbenzeneacetamide). Reported procedure: A solution of (±)-2-chloro-α-(4-chlorophenyl)-4-(4,5-dihydro-3,5-dioxo-1,2,4-triazin-2(3H)-yl)-α-methylbenzeneacetyl chloride (0.007 mol) in CH2Cl2 (20 ml) was added at RT to methanamine 40% in water (0.105 mol). The mixture was stirred at RT for 4 hours, then poured out into water, acidified with HCl (3N) and extracted with CH2Cl2. The organic layer was separated, dried, filtered and the solvent was evaporated. The residue was purified by column chromatography over silica gel (eluent: CH2Cl2/CH... Run in C(Cl)Cl (CH2Cl2). Reaction conditions: time 4 hour. As a reaction SMILES: [Cl:1][C:2]1[CH:7]=[C:6]([N:8]2[C:13](=[O:14])[NH:12][C:11](=[O:15])[CH:10]=[N:9]2)[CH:5]=[CH:4][C:3]=1[C:16]([C:21]1[CH:26]=[CH:25][C:24]([Cl:27])=[CH:23][CH:22]=1)([CH3:20])[C:17](Cl)=[O:18].[CH3:28][NH2:29].O.Cl>C(Cl)Cl>[Cl:1][C:2]1[CH:7]=[C:6]([N:8]2[C:13](=[O:14])[NH:12][C:11](=[O:15])[CH:10]=[N:9]2)[CH:5]=[CH:4][C:3]=1[C:16]([C:21]1[CH:26]=[CH:25][C:24]([Cl:27])=[CH:23][CH:22]=1)([CH3:20])[C:17]([NH:29][CH3:28])=[O:18]. The yield is 43.0%. Reactants: CC(=O)SCC1CN2CCCC(C(=O)O)N2C1=O, Cl, [Na+], [Na+], O=P([O-])([O-])O. Yields the product O=C(O)C1CCCN2CC(CS)C(=O)N12. As a reaction SMILES: [C:1](=[O:2])([CH3:3])[S:4][CH2:5][CH:6]1[C:7](=[O:18])[N:8]2[N:9]([CH2:10][CH2:11][CH2:12][CH:13]2[C:14](=[O:15])[OH:16])[CH2:17]1.[ClH:26].[Na+:24].[Na+:25].[P:19]([O-:20])([O-:21])([OH:22])=[O:23]>>[SH:4][CH2:5][CH:6]1[C:7](=[O:18])[N:8]2[N:9]([CH2:10][CH2:11][CH2:12][CH:13]2[C:14](=[O:15])[OH:16])[CH2:17]1. Reactants: BrCCC1=C2C(C(=O)NC2=O)=CC=C1 (2-Bromoethylphthalimide), N1CCOCC1 (morpholine). Run in C(C)OCC (ethyl ether). Product: N1(CCOCC1)CCC1=C2C(C(=O)NC2=O)=CC=C1 (2-morpholinylethylphthalimide). Isolated yield 52.1%. As a reaction SMILES: Br[CH2:2][CH2:3][C:4]1[CH:14]=[CH:13][CH:12]=[C:6]2[C:7]([NH:9][C:10](=[O:11])[C:5]=12)=[O:8].[NH:15]1[CH2:20][CH2:19][O:18][CH2:17][CH2:16]1>C(OCC)C>[N:15]1([CH2:2][CH2:3][C:4]2[CH:14]=[CH:13][CH:12]=[C:6]3[C:7]([NH:9][C:10](=[O:11])[C:5]=23)=[O:8])[CH2:20][CH2:19][O:18][CH2:17][CH2:16]1. Reported procedure: 2-Bromoethylphthalimide (508 mg; 2.0 mmoles) and morpholine (0.35 ml; 4.0 mmoles) were dissolved in anhydrous ethyl ether (5 ml). The mixture was allowed to stir at room temperature for 30 hours approx. The reaction was discontinued by solvent evaporation under reduced pressure. The obtained residue was purified by chromatography on silica gel (CH2Cl2 /MeOH 95:5) yielding 271 mg of pure product.